From a dataset of the Open Reaction Database (ORD), a public repository of structured organic reaction records. describe an organic reaction: reactants, conditions, products, and yield Starting materials: COCCOC, CC(C)(C)[O-], O=C(CCl)NC(=O)Nc1ccc(C(O)(C(F)(F)F)C(F)(F)F)cc1, [K+]. Product: O=C1COC(Nc2ccc(C(O)(C(F)(F)F)C(F)(F)F)cc2)=N1. RXN SMILES: [CH2:31]([CH2:32][O:33][CH3:34])[O:35][CH3:36].[CH3:25][C:26]([CH3:27])([O-:28])[CH3:29].[Cl:1][CH2:2][C:3](=[O:4])[NH:5][C:6](=[O:7])[NH:8][c:9]1[cH:10][cH:11][c:12]([C:15]([C:16]([F:17])([F:18])[F:19])([C:20]([F:21])([F:22])[F:23])[OH:24])[cH:13][cH:14]1.[K+:30]>>[CH2:2]1[C:3](=[O:4])[N:5]=[C:6]([NH:8][c:9]2[cH:10][cH:11][c:12]([C:15]([C:16]([F:17])([F:18])[F:19])([C:20]([F:21])([F:22])[F:23])[OH:24])[cH:13][cH:14]2)[O:7]1. The reactants are Compound 4C, C(C)(C)N(C(C)C)CC (N,N-diisopropylethylamine), FC(S(=O)(=O)C1=CC=C(C=C1)NC=1C2=C(N=CN1)CCNC2)(F)F (5,6,7,8-tetrahydro-N-(4-(trifluoromethylsulfonyl)phenyl)pyrido[4,3-d]pyrimidin-4-amine), ClC1=NC=CC=C1Cl (2,3-dichloropyridine). Product: ClC=1C(=NC=CC1)N1CC2=C(N=CN=C2NC2=CC=C(C=C2)S(=O)(=O)C(F)(F)F)CC1 (6-(3-Chloropyridin-2-yl)-5,6,7,8-tetrahydro-N-(4-(trifluoromethylsulfonyl) phenyl)pyrido[4,3-d]pyrimidin-4-amine). Isolated yield 18.9%. Reaction SMILES: [F:1][C:2]([F:24])([F:23])[S:3]([C:6]1[CH:11]=[CH:10][C:9]([NH:12][C:13]2[C:14]3[CH2:22][NH:21][CH2:20][CH2:19][C:15]=3[N:16]=[CH:17][N:18]=2)=[CH:8][CH:7]=1)(=[O:5])=[O:4].Cl[C:26]1[C:31]([Cl:32])=[CH:30][CH:29]=[CH:28][N:27]=1.C(N(CC)C(C)C)(C)C>>[Cl:32][C:31]1[C:26]([N:21]2[CH2:20][CH2:19][C:15]3[N:16]=[CH:17][N:18]=[C:13]([NH:12][C:9]4[CH:10]=[CH:11][C:6]([S:3]([C:2]([F:1])([F:23])[F:24])(=[O:4])=[O:5])=[CH:7][CH:8]=4)[C:14]=3[CH2:22]2)=[N:27][CH:28]=[CH:29][CH:30]=1. Procedure: The title compound was prepared according to the procedure given for Compound 4C using 5,6,7,8-tetrahydro-N-(4-(trifluoromethylsulfonyl)phenyl)pyrido[4,3-d]pyrimidin-4-amine (160 mg, 0.45 mmol), 2,3-dichloropyridine (135 mg, 0.9 mmol) and N,N-diisopropylethylamine (0.16 mL, 0.9 mmol) to give the desired compound as an off-white powder (40 mg, 19%). Starting materials: C(CCCCCCCCCCC)N (Dodecyl amine), ClS(=O)(=O)O (chlorosulfonic acid). Solvent: N1=CC=CC=C1 (pyridine). Yields the product C(CCCCCCCCCCC)NS(O)(=O)=O (Dodecyl Sulfamic Acid). As a reaction SMILES: [CH2:1]([NH2:13])[CH2:2][CH2:3][CH2:4][CH2:5][CH2:6][CH2:7][CH2:8][CH2:9][CH2:10][CH2:11][CH3:12].Cl[S:15]([OH:18])(=[O:17])=[O:16]>N1C=CC=CC=1>[CH2:1]([NH:13][S:15](=[O:17])(=[O:16])[OH:18])[CH2:2][CH2:3][CH2:4][CH2:5][CH2:6][CH2:7][CH2:8][CH2:9][CH2:10][CH2:11][CH3:12]. Procedure details: Dodecyl amine (0.1 mol) is added to a round bottom flask equipped with magnetic stirrer and dissolved in anhydrous pyridine. Next, chlorosulfonic acid (0.1 mol) is added dropwise with stirring to the chilled solution. The resulting product, dodecyl sulfamic acid, is then collected by filtration, washed with water and dried in an oven. Reactants: [Li].COC1=CC=C(C=C1)C(CC(C(=O)OCC)=O)=O (Ethyl 4-(4-methoxyphenyl)-2,4-dioxobutanoate lithium salt), CC(=O)C1=CC=C(C=C1)OC (4-methoxyacetophenone), C(C)OC(C(=O)OCC)=O (diethyloxalate), C[Si]([N-][Si](C)(C)C)(C)C.[Li+] (lithium hexamethyldisilazide), Cl.COC1=CC=C(C=C1)NN (4-methoxyphenylhydrazine hydrochloride). Solvent: C(C)O (ethanol). Run at time 24 hour. Product: COC1=CC=C(C=C1)N1N=C(C=C1C1=CC=C(C=C1)OC)C(=O)OCC (ethyl 1,5-bis (4-methoxyphenyl)pyrazole-3-carboxylate). Yield: 91.0%. As a reaction SMILES: [Li].[CH3:2][O:3][C:4]1[CH:9]=[CH:8][C:7]([C:10](=O)[CH2:11][C:12](=O)[C:13]([O:15][CH2:16][CH3:17])=[O:14])=[CH:6][CH:5]=1.CC(C1C=CC(OC)=CC=1)=O.C(OC(=O)C(OCC)=O)C.C[Si](C)(C)[N-][Si](C)(C)C.[Li+].Cl.[CH3:52][O:53][C:54]1[CH:59]=[CH:58][C:57]([NH:60][NH2:61])=[CH:56][CH:55]=1>C(O)C>[CH3:52][O:53][C:54]1[CH:59]=[CH:58][C:57]([N:60]2[C:10]([C:7]3[CH:8]=[CH:9][C:4]([O:3][CH3:2])=[CH:5][CH:6]=3)=[CH:11][C:12]([C:13]([O:15][CH2:16][CH3:17])=[O:14])=[N:61]2)=[CH:56][CH:55]=1 |f:0.1,4.5,6.7,^1:0|. Reported procedure: Ethyl 4-(4-methoxyphenyl)-2,4-dioxobutanoate lithium salt (60.0 g, 0.23 M) synthesized from 4-methoxyacetophenone and diethyloxalate employing lithium hexamethyldisilazide as base, and 4-methoxyphenylhydrazine hydrochloride (44 g, 0.25 M) were combined in ethanol (2 1) and stirred atRT for 24 hr, concentrated in vacuo and crystallized to afford ethyl 1,5-bis (4-methoxyphenyl)pyrazole-3-carboxylate as a white solid, 75 g, 91% yield; mp=97°-98° C.; MS, (m/e) 352 (M+). Starting materials: Brc1ccccc1-c1ccccc1, C1CCOC1, [Cl-], CC(C)(C)P(Cl)C(C)(C)C, I, [Mg]. Product: CC(C)(C)P(c1ccccc1-c1ccccc1)C(C)(C)C. Reaction SMILES: [Br:1][c:2]1[c:3](-[c:8]2[cH:9][cH:10][cH:11][cH:12][cH:13]2)[cH:4][cH:5][cH:6][cH:7]1.[CH2:27]1[O:28][CH2:29][CH2:30][CH2:31]1.[Cl-:16].[Cl:17][P:18]([C:19]([CH3:20])([CH3:21])[CH3:22])[C:23]([CH3:24])([CH3:25])[CH3:26].[I:14].[Mg:15]>>[c:2]1([P:18]([C:19]([CH3:20])([CH3:21])[CH3:22])[C:23]([CH3:24])([CH3:25])[CH3:26])[c:3](-[c:8]2[cH:9][cH:10][cH:11][cH:12][cH:13]2)[cH:4][cH:5][cH:6][cH:7]1. Starting materials: C(CCC)OC1=C(C=CC(=C1)C(=O)OCCC)C1=CC(=CC=C1)OC (Propyl 2-(butyloxy)-3′-(methyloxy)-1,1′-biphenyl-4-carboxylate), C1CCOC1 (THF), [H-].[H-].[H-].[H-].[Li+].[Al+3] (LAH). The solvent is O (water). Reaction conditions: time 1 hour. Yields the product C(CCC)OC1=C(C=CC(=C1)CO)C1=CC(=CC=C1)OC ((2-(Butyloxy)-3′-(methyloxy)-1,1′-biphenyl-4-yl)methanol). Isolated yield 83.0%. As a reaction SMILES: [CH2:1]([O:5][C:6]1[CH:11]=[C:10]([C:12](OCCC)=[O:13])[CH:9]=[CH:8][C:7]=1[C:18]1[CH:23]=[CH:22][CH:21]=[C:20]([O:24][CH3:25])[CH:19]=1)[CH2:2][CH2:3][CH3:4].C1COCC1.[H-].[H-].[H-].[H-].[Li+].[Al+3]>O>[CH2:1]([O:5][C:6]1[CH:11]=[C:10]([CH2:12][OH:13])[CH:9]=[CH:8][C:7]=1[C:18]1[CH:23]=[CH:22][CH:21]=[C:20]([O:24][CH3:25])[CH:19]=1)[CH2:2][CH2:3][CH3:4] |f:2.3.4.5.6.7|. Procedure: To a mixture of T13.1 (795 mg, 2230 μmol) and THF (10 mL) at 0° C. was added LAH (1.0 M solution in THF (3345 μL, 3345 μmol)). The reaction was stirred for one hour and then carefully diluted with water and extracted with EtOAc. The combined organic layers were washed with brine and then dried over sodium sulfate, filtered, and concentrated to provide T13.2 (530 mg, 83.0% yield). Starting materials: BrC(C(=O)C1(CCC1)C1=CC(=C(C=C1)Cl)Cl)C1=CC=C(C=C1)Cl (2-bromo-2-(4-chlorophenyl)1-[1-(3,4-dichlorophenyl)cyclobutyl]ethanone), N1C(NCC1)=S (imidazolidine-2-thione), C(C)O (ethanol). The solvent is C(C)(=O)O (acetic acid). The product is Br.ClC1=CC=C(C=C1)C1=C(N2C(S1)=NCC2)C2(CCC2)C2=CC(=C(C=C2)Cl)Cl (2-(4-chlorophenyl)-3-[1-(3,4-dichlorophenyl)cyclobutyl]-5,6-dihydroimidazo[2,1-b]thiazole hydrobromide). Isolated yield 21.2%. As a reaction SMILES: [Br:1][CH:2]([C:17]1[CH:22]=[CH:21][C:20]([Cl:23])=[CH:19][CH:18]=1)[C:3]([C:5]1([C:9]2[CH:14]=[CH:13][C:12]([Cl:15])=[C:11]([Cl:16])[CH:10]=2)[CH2:8][CH2:7][CH2:6]1)=O.[NH:24]1[CH2:28][CH2:27][NH:26][C:25]1=[S:29].C(O)C>C(O)(=O)C>[BrH:1].[Cl:23][C:20]1[CH:21]=[CH:22][C:17]([C:2]2[S:29][C:25]3=[N:24][CH2:28][CH2:27][N:26]3[C:3]=2[C:5]2([C:9]3[CH:14]=[CH:13][C:12]([Cl:15])=[C:11]([Cl:16])[CH:10]=3)[CH2:8][CH2:7][CH2:6]2)=[CH:18][CH:19]=1 |f:4.5|. Reported procedure: A mixture of 2-bromo-2-(4-chlorophenyl)1-[1-(3,4-dichlorophenyl)cyclobutyl]ethanone (3.68 g), imidazolidine-2-thione (0.87 g), ethanol (60 ml) and acetic acid (35 ml) was heated under reflux for 18 hours then allowed to cool to ambient temperature. The solvents were removed in vacuo and the residue was triturated with ethanol (30 ml). The resulting solid was collected by filtration and crystallised from acetic acid. The resulting product was collected by filtration, washed with acetic acid (10 m... Starting materials: c1(cn(nn1)C)C, c1(ccc2c(c1Cl)C(NCC2)=O)Br. Reagents/catalysts: c1ccc(cc1)-c2c3ccccc3cc4ccccc24 (9-Phenylanthracene), CCCC[N+](CCCC)(CCCC)CCCC.CC(=O)[O-]   (TBOAc), c1cccc(c1[Pd]Cl)c1ccccc1N.c1cc(c(cc1)c1ccccc1)P(C1CCCCC1)C1CCCCC1 (CyJohnPhos Pd G2). Run in CN1CCCC1=O (NMP). Conditions: temperature 120 celsius, time 18 hour. Product: Cc1nnn(C)c1c2ccc3CCNC(=O)c3c2Cl. Reaction SMILES: [Cl:1][c:2]1[c:12]([c:6]2[cH:5][cH:4][c:3]1Br)[C:10](=[O:11])[NH:9][CH2:8][CH2:7]2.[CH3:13][c:14]1[n:19][n:18][n:16]([CH3:17])[cH:15]1>>[CH3:13][c:14]1[c:15]([c:3]2[c:2]([Cl:1])[c:12]([c:6]3[cH:5][cH:4]2)[C:10](=[O:11])[NH:9][CH2:8][CH2:7]3)[n:16]([CH3:17])[n:18][n:19]1. Product: COc1cc(C(=O)Cl)cc(Cl)c1OCc1ccccc1. Reactants: COc1cc(C(=O)O)cc(Cl)c1OCc1ccccc1, Cc1ccccc1, CN(C)C=O, O=S(Cl)Cl. As a reaction SMILES: [CH2:1]([c:2]1[cH:3][cH:4][cH:5][cH:6][cH:7]1)[O:8][c:9]1[c:10]([Cl:20])[cH:11][c:12]([C:13](=[O:14])[OH:15])[cH:16][c:17]1[O:18][CH3:19].[CH3:21][c:22]1[cH:23][cH:24][cH:25][cH:26][cH:27]1.[CH3:32][N:33]([CH3:34])[CH:35]=[O:36].[S:28]([Cl:29])([Cl:30])=[O:31]>>[CH2:1]([c:2]1[cH:3][cH:4][cH:5][cH:6][cH:7]1)[O:8][c:9]1[c:10]([Cl:20])[cH:11][c:12]([C:13](=[O:14])[Cl:30])[cH:16][c:17]1[O:18][CH3:19]. The reactants are CC(C(C#N)NC1=CC=C(C=C1)C(F)(F)F)C (3-methyl-2-(4-trifluoromethylphenylamino)butyronitrile), ClN1C(CCC1=O)=O (N-chlorosuccinimide), O (water), CCOCC (ether). Run in C(Cl)(Cl)(Cl)Cl (carbon tetrachloride). Conditions: time 48 hour. Product: CC(C(C#N)NC1=C(C=C(C=C1)C(F)(F)F)Cl)C (3-methyl-2-(2-chloro-4-trifluoromethylphenylamino)butyronitrile). Reaction SMILES: [CH3:1][CH:2]([CH3:17])[CH:3]([NH:6][C:7]1[CH:12]=[CH:11][C:10]([C:13]([F:16])([F:15])[F:14])=[CH:9][CH:8]=1)[C:4]#[N:5].[Cl:18]N1C(=O)CCC1=O.O.CCOCC>C(Cl)(Cl)(Cl)Cl>[CH3:1][CH:2]([CH3:17])[CH:3]([NH:6][C:7]1[CH:12]=[CH:11][C:10]([C:13]([F:14])([F:15])[F:16])=[CH:9][C:8]=1[Cl:18])[C:4]#[N:5]. Procedure details: To a solution of 484 mg (2 mmol) of 3-methyl-2-(4-trifluoromethylphenylamino)butyronitrile in 5 ml of carbon tetrachloride was added 267 mg (2 mmol) of N-chlorosuccinimide. The mixture was heated at 65°. After about 48 hours, the mixture was poured into water and ether. The organic fraction was separated, washed with water and brine, dried over sodium sulfate, and solvent removed to give 3-methyl-2-(2-chloro-4-trifluoromethylphenylamino)butyronitrile in virtually quantitative yield.